Dataset: the Open Reaction Database (ORD), a public repository of structured organic reaction records. Task: describe an organic reaction: reactants, conditions, products, and yield Reactants: FC(C(CC#C)(CCCC)O)(F)F (4-trifluoromethyl-4-hydroxy-1-octyne), N1C=NC=C1 (imidazole), C[Si](C)(C)Cl (trimethylsilyl chloride). The solvent is CN(C=O)C (dimethylformamide). Run at time 15 minute. Product: FC(C(CC#C)(CCCC)O[Si](C)(C)C)(F)F (4-Trifluoromethyl-4-trimethylsiloxy-1-octyne). Reaction SMILES: [F:1][C:2]([F:13])([F:12])[C:3]([OH:11])([CH2:7][CH2:8][CH2:9][CH3:10])[CH2:4][C:5]#[CH:6].N1C=CN=C1.[CH3:19][Si:20](Cl)([CH3:22])[CH3:21]>CN(C)C=O>[F:1][C:2]([F:12])([F:13])[C:3]([O:11][Si:20]([CH3:22])([CH3:21])[CH3:19])([CH2:7][CH2:8][CH2:9][CH3:10])[CH2:4][C:5]#[CH:6]. Reported procedure: A stirred solution of 4.99 g. of 4-trifluoromethyl-4-hydroxy-1-octyne and 5.65 g. of imidazole in 28 ml. of dry dimethylformamide, under argon, is cooled in an ice bath and then treated with 5.2 ml. of trimethylsilyl chloride by dropwise addition over a period of about 20 minutes. After an additional 15 minutes at ice bath temperature, the reaction mixture is stirred at room temperature overnight. The mixture is then poured into approximately 150 ml. of hexane and washed with small portions of i... Reactants: O=C(Nc1ccc(C#CCCCCO)cc1)C(F)(F)F, O=[N+]([O-])c1cccc(I)c1. Product: O=[N+]([O-])c1cccc(C#CCCCO)c1. Reaction SMILES: [F:1][C:2]([F:3])([F:4])[C:5]([NH:6][c:7]1[cH:8][cH:9][c:10]([C:11]#[C:13][CH2:14][CH2:15][CH2:16][CH2:17][OH:18])[cH:12][cH:19]1)=[O:20].[I:21][c:22]1[cH:23][c:24]([N+:28](=[O:29])[O-:30])[cH:25][cH:26][cH:27]1>>[C:13](#[C:14][CH2:15][CH2:16][CH2:17][OH:18])[c:22]1[cH:23][c:24]([N+:28](=[O:29])[O-:30])[cH:25][cH:26][cH:27]1.